Dataset: the Open Reaction Database (ORD), a public repository of structured organic reaction records. Task: describe an organic reaction: reactants, conditions, products, and yield The reactants are CN1N=CC(=C1)C1=CC(=C(C(=N1)NCC=1C=C2C=CC=NC2=CC1)[N+](=O)[O-])N (6-(1-methyl-1H-pyrazol-4-yl)-3-nitro-N2-(quinolin-6-ylmethyl)pyridine-2,4-diamine), CO (methanol). Reagents/catalysts: [Pd] (Pd/C). Conditions: time 2 hour. Yields the product NC=1C(=NC(=CC1O)C=1C=NN(C1)C)NCC=1C=C2C=CC=NC2=CC1 (3-Amino-6-(1-methyl-1H-pyrazol-4-yl)-2-(quinolin-6-ylmethylamino)pyridin-4-ol). Reaction SMILES: [CH3:1][N:2]1[CH:6]=[C:5]([C:7]2[N:12]=[C:11]([NH:13][CH2:14][C:15]3[CH:16]=[C:17]4[C:22](=[CH:23][CH:24]=3)[N:21]=[CH:20][CH:19]=[CH:18]4)[C:10]([N+:25]([O-])=O)=[C:9](N)[CH:8]=2)[CH:4]=[N:3]1.C[OH:30]>[Pd]>[NH2:25][C:10]1[C:11]([NH:13][CH2:14][C:15]2[CH:16]=[C:17]3[C:22](=[CH:23][CH:24]=2)[N:21]=[CH:20][CH:19]=[CH:18]3)=[N:12][C:7]([C:5]2[CH:4]=[N:3][N:2]([CH3:1])[CH:6]=2)=[CH:8][C:9]=1[OH:30]. Procedure: To a solution of 6-(1-methyl-1H-pyrazol-4-yl)-3-nitro-N2-(quinolin-6-ylmethyl)pyridine-2,4-diamine (200 mg, 0.53 mmol) in methanol (10 mL) was added 10% Pd/C (20 mg, 0.1 eq). The reaction mixture was stirred at room temperature under 1 atm of H2 for 2 h, then filtered. The filtrate was concentrated to afford the title compound (170 mg), which was used for the next step without further purification. MS (m/z): 347 (M+1)+. Starting materials: CC1(C=2C=CC(=CC2C(=CC1)\C=C/C(C)(C)C)/C=C/C1=CC=C(C(=O)OC)C=C1)C (methyl 4-[(E)-(5,6-dihydro-5,5-dimethyl-8-((Z)-3,3-dimethyl-1-buten-1-yl)-2-naphthalenyl)ethenyl]benzoate), [OH-].[Na+] (sodium hydroxide), Cl (hydrochloric acid). Solvent: O1CCCC1 (tetrahydrofuran), C(C)O (ethanol), O (water). Run at time 30 hour. Yields the product CC1(C=2C=CC(=CC2C(=CC1)\C=C/C(C)(C)C)/C=C/C1=CC=C(C(=O)O)C=C1)C (4-[(E)-(5,6-Dihydro-5,5-dimethyl-8-((Z)-3,3-dimethyl-1-buten-1-yl)-2-naphthalenyl)ethenyl]benzoic acid). Yield: 84.8%. RXN SMILES: [CH3:1][C:2]1([CH3:30])[CH2:11][CH:10]=[C:9](/[CH:12]=[CH:13]\[C:14]([CH3:17])([CH3:16])[CH3:15])[C:8]2[CH:7]=[C:6](/[CH:18]=[CH:19]/[C:20]3[CH:29]=[CH:28][C:23]([C:24]([O:26]C)=[O:25])=[CH:22][CH:21]=3)[CH:5]=[CH:4][C:3]1=2.[OH-].[Na+].Cl>O1CCCC1.C(O)C.O>[CH3:1][C:2]1([CH3:30])[CH2:11][CH:10]=[C:9](/[CH:12]=[CH:13]\[C:14]([CH3:15])([CH3:16])[CH3:17])[C:8]2[CH:7]=[C:6](/[CH:18]=[CH:19]/[C:20]3[CH:29]=[CH:28][C:23]([C:24]([OH:26])=[O:25])=[CH:22][CH:21]=3)[CH:5]=[CH:4][C:3]1=2 |f:1.2|. Reported procedure: A solution of methyl 4-[(E)-(5,6-dihydro-5,5-dimethyl-8-((Z)-3,3-dimethyl-1-buten-1-yl)-2-naphthalenyl)ethenyl]benzoate (3.0 g, 7.49 mmol) in tetrahydrofuran (60 mL) and ethanol (30 mL) was treated with 4N sodium hydroxide (9.36 mL, 37.6 mmol) and stirred for 30 hours. The reaction mixture was diluted with water and acidified to pH 2 with concentrated hydrochloric acid. The acid precipitated and was extracted into ethyl acetate. The organic extracts were washed with brine, dried over anhydrous m... The reactants are C([O-])([O-])=O.[K+].[K+] (Potassium carbonate), Cl.NCC(O)C1=CC=CC2=CC=C(C=C12)OC (2-Amino-1-(7-methoxy-1-naphthyl)ethanol hydrochloride), C(C)(=O)Cl (acetyl chloride). Solvent: O.C(C)(=O)OCC (water ethyl acetate). Run at temperature 0 celsius, time 30 minute. Yields the product OC(CNC(C)=O)C1=CC=CC2=CC=C(C=C12)OC (N-[2-Hydroxy-2-(7-methoxy-1-naphthyl)ethyl]acetamide). RXN SMILES: Cl.[NH2:2][CH2:3][CH:4]([C:6]1[C:15]2[C:10](=[CH:11][CH:12]=[C:13]([O:16][CH3:17])[CH:14]=2)[CH:9]=[CH:8][CH:7]=1)[OH:5].C(=O)([O-])[O-].[K+].[K+].[C:24](Cl)(=[O:26])[CH3:25]>O.C(OCC)(=O)C>[OH:5][CH:4]([C:6]1[C:15]2[C:10](=[CH:11][CH:12]=[C:13]([O:16][CH3:17])[CH:14]=2)[CH:9]=[CH:8][CH:7]=1)[CH2:3][NH:2][C:24](=[O:26])[CH3:25] |f:0.1,2.3.4,6.7|. Reported procedure: The compound obtained in Step E (20 mmol) is dissolved in a mixture of water/ethyl acetate (25 ml/75 ml) cooled to 0° C. Potassium carbonate (60 mmol) is added, and then acetyl chloride (26 mmol) is added dropwise to the reaction mixture. The mixture is stirred vigorously for 30 minutes at ambient temperature. The two phases are separated and the organic phase is washed with 0.1M aqueous hydrochloric acid solution and then with water. After drying over magnesium sulphate, the organic phase is ev... Reactants: solution, NC1=C(C=NN1C1=CC=CC=C1)C=O (5-amino-1-phenyl-1H-pyrazole-4-carboxaldehyde), FC(COP(OCC(F)(F)F)(=O)CC(=O)OC)(F)F (bis(2,2,2-trifluoroethyl)-(methoxycarbonylmethyl)phosphonate), C[Si](C)(C)[N-][Si](C)(C)C.[K+] (potassium bis(trimethylsilyl)amide), C1COCCOCCOCCOCCOCCO1 (18-crown-6). The solvent is C1(=CC=CC=C1)C (toluene), C1CCOC1 (THF), C1CCOC1 (THF). Run at time 20 hour. Yields the product C1(=CC=CC=C1)N1N=CC2=C1NC(C=C2)=O (1,7-dihydro-1-phenylpyrazolo[3,4-b]pyridin-6-one). Yield: 71.2%. As a reaction SMILES: C1[O:18][CH2:17][CH2:16]OCCOCCOCCOCCOC1.FC(F)(F)COP(CC(OC)=O)(=O)OCC(F)(F)F.C[Si]([N-][Si](C)(C)C)(C)C.[K+].[NH2:48][C:49]1[N:53]([C:54]2[CH:59]=[CH:58][CH:57]=[CH:56][CH:55]=2)[N:52]=[CH:51][C:50]=1[CH:60]=O>C1(C)C=CC=CC=1.C1COCC1>[C:54]1([N:53]2[C:49]3[NH:48][C:17](=[O:18])[CH:16]=[CH:60][C:50]=3[CH:51]=[N:52]2)[CH:59]=[CH:58][CH:57]=[CH:56][CH:55]=1 |f:2.3|. Procedure: To a semi-solid mixture of 18-crown-6 (4.31 g, 16 mmol) and THF (30 ml) at −40° C. under nitrogen was added bis(2,2,2-trifluoroethyl)-(methoxycarbonylmethyl)phosphonate (0.69 ml, 3.26 mmol) followed by a solution of potassium bis(trimethylsilyl)amide in toluene (6.52 ml of a 0.5M solution, 3.26 mmol). A solution of 5-amino-1-phenyl-1H-pyrazole-4-carboxaldehyde (0.61 g, 3.26 mmol) in THF (10 ml+5 ml washings) was then added via cannula and the resulting mixture was stirred for 20 h, allowing to w...